This data is from the Open Reaction Database (ORD), a public repository of structured organic reaction records. The task is: describe an organic reaction: reactants, conditions, products, and yield Reactants: ClC=1N=CC(=NC1)C(=O)O (5-chloropyrazine-2-carboxylic acid), O1C(CC1)CO (oxetan-2-ylmethanol), CC(C)([O-])C.[K+] (potassium tert-butoxide). Solvent: CN(C=O)C (dimethylformamide). Conditions: temperature 120 celsius. Product: O1C(CC1)COC=1N=CC(=NC1)C(=O)O (5-(Oxetan-2-ylmethoxy)pyrazine-2-carboxylic acid). Isolated yield 221.7%. Reaction SMILES: Cl[C:2]1[N:3]=[CH:4][C:5]([C:8]([OH:10])=[O:9])=[N:6][CH:7]=1.[O:11]1[CH2:14][CH2:13][CH:12]1[CH2:15][OH:16].CC(C)([O-])C.[K+]>CN(C)C=O>[O:11]1[CH2:14][CH2:13][CH:12]1[CH2:15][O:16][C:2]1[N:3]=[CH:4][C:5]([C:8]([OH:10])=[O:9])=[N:6][CH:7]=1 |f:2.3|. Procedure details: In a microwave vial 5-chloropyrazine-2-carboxylic acid (100.0 mg, 0.631 mmol), dimethylformamide (5 mL), oxetan-2-ylmethanol (83.4 mg, 0.946 mmol) and potassium tert-butoxide (176.9 mg, 1.58 mmol) are added. A small exotherm is observed. After 1 minute at room temperature the vial is sealed and the mixture heated at 120° C. for 30 minutes in the microwave. The reaction mixture is then quenched with aqueous NH4Cl and the solvent evaporated under reduced pressure. The resultant residue is triturat... The reactants are O(C1[C@@H](O)[C@@H](O)[C@H](O)[C@H](O1)CO)CC1=CC=CC=C1 (benzyl mannopyranoside), SiO2, C(C1=CC=CC=C1)O (benzyl alcohol), C(C1=CC=CC=C1)O (benzyl alcohol), CC1(C2CCC1(C(=O)C2)CS(=O)(=O)O)C (CSA), S(=O)(=O)(C1=CC=C(C)C=C1)Cl (tosyl chloride). The solvent is CCOC(=O)C (EtOAc), CCOC(=O)C.CCCCCC (EtOAc Hexane), C(Cl)Cl (CH2Cl2). Reaction conditions: time 4 hour. Product: S(=O)(=O)(C1=CC=C(C)C=C1)C[C@@H]1[C@H]([C@@H]([C@@H](C(OCC2=CC=CC=C2)O1)O)O)O (benzyl 6-tosyl-6-deoxy-D-mannopyranoside). Isolated yield 68.0%. Reaction SMILES: [O:1]([CH2:13][C:14]1[CH:19]=[CH:18][CH:17]=[CH:16][CH:15]=1)[CH:2]1[O:10][C@H:9]([CH2:11]O)[C@@H:7]([OH:8])[C@H:5]([OH:6])[C@@H:3]1[OH:4].C(O)C1C=CC=CC=1.CC1(C)C2(CS(O)(=O)=O)C(CC1CC2)=O.[S:43](Cl)([C:46]1[CH:52]=[CH:51][C:49]([CH3:50])=[CH:48][CH:47]=1)(=[O:45])=[O:44]>C(Cl)Cl.CCOC(C)=O.CCOC(C)=O.CCCCCC>[S:43]([CH2:11][C@H:9]1[O:10][CH:2]([O:1][CH2:13][C:14]2[CH:15]=[CH:16][CH:17]=[CH:18][CH:19]=2)[C@@H:3]([OH:4])[C@@H:5]([OH:6])[C@@H:7]1[OH:8])([C:46]1[CH:52]=[CH:51][C:49]([CH3:50])=[CH:48][CH:47]=1)(=[O:45])=[O:44] |f:6.7|. Procedure details: To a solution of benzyl mannopyranoside 18 (500 mg, 1.9 mmol; Synthesized via reflux in dry 1.0 Molar benzyl alcohol with 0.01 equivalents CSA, the reaction mixture is passed through a SiO2 column; benzyl alcohol comes out first using EtOAc:Hexane 1:5, then benzyl pyranoside is separated from the furanose byproduct with EtOAc as eluent) in dry pyridine (5 mL) at 0° C. was added tosyl chloride (381 mg, 2 mmol; Aldrich) dissolved in CH2Cl2 and the reaction was monitored by TLC (EtOAc). After 4 hou...